From a dataset of the Open Reaction Database (ORD), a public repository of structured organic reaction records. describe an organic reaction: reactants, conditions, products, and yield Reaction SMILES: [CH2:1]([O:3][C:4]1[C@@H:5]([CH:13]([CH3:15])[CH3:14])[N:6]=[C:7]([O:10][CH2:11][CH3:12])[CH2:8][N:9]=1)[CH3:2].[CH2:16]([Li])[CH2:17][CH2:18][CH3:19].[CH2:21]1[CH2:25][O:24][CH2:23][CH2:22]1>>[CH2:1]([O:3][C:4]1[C@@H:5]([CH:13]([CH3:15])[CH3:14])[N:6]=[C:7]([O:10][CH2:11][CH3:12])[C@H:8]([CH2:19][CH2:18][C:17]2[CH:16]=[CH:21][C:25]([O:24][CH2:23][CH2:22][CH2:16][CH2:17][C:18]3[CH:14]=[CH:13][CH:5]=[CH:4][CH:19]=3)=[C:7]([O:10][CH3:11])[CH:8]=2)[N:9]=1)[CH3:2]. Reactants: C1CCOC1 (THF), C(C)OC=1[C@H](N=C(CN1)OCC)C(C)C ((R)-3,6-diethoxy-2-isopropyl-2,5-dihydro-pyrazine), C(CCC)[Li] (n-butyllithium), C1CCOC1 (THF). Reaction conditions: time 20 hour. Reported procedure: To a solution of (R)-3,6-diethoxy-2-isopropyl-2,5-dihydro-pyrazine (2.2 g; 10.4 mmol; Lohr, Birgit et al., Synlett, 1999, 7, 1139-1141) in dry THF (30 ml) at −78° C. there is added n-butyllithium (6.5 ml; 10.4 mmol; 1.6M in n-hexane). After 30 minutes at −78° C. the endproduct of step b) (4.3 g; 10.4 mmol) dissolved in dry THF (15 ml) is added tropwise over a period of 10 minutes. The reaction mixture is allowed to warm up to RT and it is kept at RT for 20 hours. After quenching with saturated a... Yields the product C(C)OC=1[C@H](N=C([C@@H](N1)CCC1=CC(=C(C=C1)OCCCCC1=CC=CC=C1)OC)OCC)C(C)C ((2R,5S)-3,6-Diethoxy-2-isopropyl-5-{2-[3-methoxy-4-(4-phenyl-butoxy)-phenyl ]-ethyl}-2,5-dihydro-pyrazine).